Dataset: the Open Reaction Database (ORD), a public repository of structured organic reaction records. Task: describe an organic reaction: reactants, conditions, products, and yield Reactants: C(C)(C)(C)OC(NC(CC1=CC=C(C=C1)C1=CC=C(C=C1)CCC(NO)=O)C(N(C)C)=O)=O ({1-dimethylcarbamoyl-2-[4′-(2-hydroxycarbamoyl-ethyl)-biphenyl-4-yl]-ethyl}-carbamic acid tert-butyl ester), C(Cl)Cl (CH2Cl2). Run at temperature 2.5 celsius, time 1 hour. The product is Cl.NC(C(=O)N(C)C)CC1=CC=C(C=C1)C1=CC=C(C=C1)CCC(NO)=O (2-amino-3-[4′-(2-hydroxycarbamoylethyl)-biphenyl-4-yl]-N,N-dimethylpropionamide hydrochloric acid salt). Isolated yield 88.0%. RXN SMILES: C(OC(=O)[NH:7][CH:8]([C:28](=[O:32])[N:29]([CH3:31])[CH3:30])[CH2:9][C:10]1[CH:15]=[CH:14][C:13]([C:16]2[CH:21]=[CH:20][C:19]([CH2:22][CH2:23][C:24](=[O:27])[NH:25][OH:26])=[CH:18][CH:17]=2)=[CH:12][CH:11]=1)(C)(C)C.C(Cl)[Cl:35]>>[ClH:35].[NH2:7][CH:8]([CH2:9][C:10]1[CH:15]=[CH:14][C:13]([C:16]2[CH:17]=[CH:18][C:19]([CH2:22][CH2:23][C:24](=[O:27])[NH:25][OH:26])=[CH:20][CH:21]=2)=[CH:12][CH:11]=1)[C:28]([N:29]([CH3:31])[CH3:30])=[O:32] |f:2.3|. Procedure details: The hydroxamate 48 (0.9 g) was dissolved in CH2Cl2 (25 mL) and cooled to 0-5° C. Hydrogen chloride gas was bubbled through this solution for 20 min. The bubbling was discontinued and the reaction mixture was stirred at room temperature for 1 h. The excess HCl was degassed and the CH2Cl2 was removed. The residual solid was triturated with EtOAc (2×30 mL), decanted, and dried to yield the desired compound 49 as a white amorphous solid (0.68 g, 88%). 1H NMR (DMSO-d6): 10.45 (s, 1H), 7.61 (d, J=8.4 ... Reactants: CC(=O)O, CCOC(=O)CC#N, CCOC(C)=O, O=C1CCc2ccc(Cl)cc21, O, c1ccccc1. Product: CCOC(=O)C(C#N)=C1CCc2ccc(Cl)cc21. Reaction SMILES: [C:12]([OH:13])(=[O:14])[CH3:15].[C:16](#[N:17])[CH2:18][C:19](=[O:20])[O:21][CH2:22][CH3:23].[CH3:31][CH2:32][O:33][C:34](=[O:35])[CH3:36].[Cl:1][c:2]1[cH:3][cH:4][c:5]2[c:9]([cH:10]1)[C:8](=[O:11])[CH2:7][CH2:6]2.[OH2:24].[cH:25]1[cH:26][cH:27][cH:28][cH:29][cH:30]1>>[Cl:1][c:2]1[cH:3][cH:4][c:5]2[c:9]([cH:10]1)[C:8](=[C:18]([C:16]#[N:17])[C:19](=[O:20])[O:21][CH2:22][CH3:23])[CH2:7][CH2:6]2. Starting materials: CC(c1ccccc1)N1CC(CO)(C(=O)OC(C)(C)C)C(CO)C1=O, Cc1ccccc1, CCOC(=O)N=NC(=O)OCC, C1CCOC1, c1ccc(P(c2ccccc2)c2ccccc2)cc1. The product is CC(c1ccccc1)N1CC2(C(=O)OC(C)(C)C)COCC2C1=O. Reaction SMILES: [C:1]([CH3:2])([CH3:3])([CH3:4])[O:5][C:6](=[O:7])[C:8]1([CH2:24][OH:25])[CH2:9][N:10]([CH:16]([CH3:17])[c:18]2[cH:19][cH:20][cH:21][cH:22][cH:23]2)[C:11](=[O:15])[CH:12]1[CH2:13][OH:14].[CH3:57][c:58]1[cH:59][cH:60][cH:61][cH:62][cH:63]1.[O:45]=[C:46]([O:47][CH2:48][CH3:49])[N:50]=[N:51][C:52]([O:53][CH2:54][CH3:55])=[O:56].[O:64]1[CH2:65][CH2:66][CH2:67][CH2:68]1.[c:26]1([P:27]([c:28]2[cH:29][cH:30][cH:31][cH:32][cH:33]2)[c:34]2[cH:35][cH:36][cH:37][cH:38][cH:39]2)[cH:40][cH:41][cH:42][cH:43][cH:44]1>>[C:1]([CH3:2])([CH3:3])([CH3:4])[O:5][C:6](=[O:7])[C:8]12[CH2:9][N:10]([CH:16]([CH3:17])[c:18]3[cH:19][cH:20][cH:21][cH:22][cH:23]3)[C:11](=[O:15])[CH:12]1[CH2:13][O:14][CH2:24]2.